Dataset: the Open Reaction Database (ORD), a public repository of structured organic reaction records. Task: describe an organic reaction: reactants, conditions, products, and yield Reactants: NC=1C=NN(C1)CC(=O)NC1=C(C(=CC=C1)F)F (2-(4-amino-1H-pyrazol-1-yl)-N-(2,3-difluorophenyl)acetamide), P(=O)(Cl)(Cl)Cl (Phosphoryl chloride), COC1=CC(=C2C(NC=NC2=C1)=O)OC[C@@H]1N(CCC1)C(=O)OC(C)(C)C (tert-butyl (2R)-2-{[(7-methoxy-4-oxo-3,4-dihydroquinazolin-5-yl)oxy]methyl}pyrrolidine-1-carboxylate), C(C)(C)N(CC)C(C)C (di-iso-propylethylamine). The solvent is ClCCCl (1,2-dichloroethane), O (water). Conditions: temperature 80 celsius, time 2 hour. Yields the product FC1=C(C=CC=C1F)NC(CN1N=CC(=C1)NC1NC=NC2=CC(=CC(=C12)OC[C@@H]1N(CCC1)C(=O)OC(C)(C)C)OC)=O (tert-butyl (2R)-2-[({4-[(1-{2-[(2,3-difluorophenyl)amino]-2-oxoethyl}-1H-pyrazol-4-yl)amino]-7-methoxy-3,4-dihydroquinazolin-5-yl}oxy)methyl]pyrrolidine-1-carboxylate). Isolated yield 44.5%. Reaction SMILES: P(Cl)(Cl)(Cl)=O.[CH3:6][O:7][C:8]1[CH:17]=[C:16]2[C:11]([C:12](=O)[NH:13][CH:14]=[N:15]2)=[C:10]([O:19][CH2:20][C@H:21]2[CH2:25][CH2:24][CH2:23][N:22]2[C:26]([O:28][C:29]([CH3:32])([CH3:31])[CH3:30])=[O:27])[CH:9]=1.C(N(C(C)C)CC)(C)C.[NH2:42][C:43]1[CH:44]=[N:45][N:46]([CH2:48][C:49]([NH:51][C:52]2[CH:57]=[CH:56][CH:55]=[C:54]([F:58])[C:53]=2[F:59])=[O:50])[CH:47]=1>ClCCCl.O>[F:59][C:53]1[C:54]([F:58])=[CH:55][CH:56]=[CH:57][C:52]=1[NH:51][C:49](=[O:50])[CH2:48][N:46]1[CH:47]=[C:43]([NH:42][CH:12]2[C:11]3[C:16](=[CH:17][C:8]([O:7][CH3:6])=[CH:9][C:10]=3[O:19][CH2:20][C@H:21]3[CH2:25][CH2:24][CH2:23][N:22]3[C:26]([O:28][C:29]([CH3:31])([CH3:32])[CH3:30])=[O:27])[N:15]=[CH:14][NH:13]2)[CH:44]=[N:45]1. Procedure details: Phosphoryl chloride (0.27 ml, 2.94 mmol) was added to a solution of tert-butyl (2R)-2-{[(7-methoxy-4-oxo-3,4-dihydroquinazolin-5-yl)oxy]methyl}pyrrolidine-1-carboxylate (0.550 g, 1.47 mmol) and di-iso-propylethylamine (1.02 ml, 5.88 mmol) in 1,2-dichloroethane (20 ml) and the reaction was heated at 80° C. for 1 hour. The mixture was evaporated under reduced pressure and the residue suspended in dimethylacetamide (10 ml) and then 2-(4-amino-1H-pyrazol-1-yl)-N-(2,3-difluorophenyl)acetamide (0.370 ... Starting materials: COC(CC=1CCN(CC1)C(=O)OCC1=CC=CC=C1)=O (benzyl 4-(2-methoxy-2-oxoethyl)-3,6-dihydropyridine-1(2H)-carboxylate), NC1=NC=CC=C1Br (2-amino-3-bromopyridine). Run in ClCCCl (1,2-dichloroethane). Conditions: temperature 55 celsius, time 30 minute. The product is BrC=1C(=NC=CC1)NC(CC=1CCN(CC1)C(=O)OCC1=CC=CC=C1)=O (Benzyl 4-{2-[(3-bromopyridin-2-yl)amino]-2-oxoethyl}-3,6-dihydropyridine-1(2H)-carboxylate). Yield: 189.0%. Reaction SMILES: CO[C:3](=[O:21])[CH2:4][C:5]1[CH2:6][CH2:7][N:8]([C:11]([O:13][CH2:14][C:15]2[CH:20]=[CH:19][CH:18]=[CH:17][CH:16]=2)=[O:12])[CH2:9][CH:10]=1.[NH2:22][C:23]1[C:28]([Br:29])=[CH:27][CH:26]=[CH:25][N:24]=1>ClCCCl>[Br:29][C:28]1[C:23]([NH:22][C:3](=[O:21])[CH2:4][C:5]2[CH2:6][CH2:7][N:8]([C:11]([O:13][CH2:14][C:15]3[CH:16]=[CH:17][CH:18]=[CH:19][CH:20]=3)=[O:12])[CH2:9][CH:10]=2)=[N:24][CH:25]=[CH:26][CH:27]=1. Procedure: Timethylaluminum (2.0 M, 2.05 mL, 4.10 mol) was added slowly to a 0° C. solution of benzyl 4-(2-methoxy-2-oxoethyl)-3,6-dihydropyridine-1(2H)-carboxylate (0.79 g, 2.73 mol) and 2-amino-3-bromopyridine (0.520 g, 3.00 mmol) in 1,2-dichloroethane (15 mL). After 30 min, the reaction was heated to 55° C. for 48 h. The reaction was quenched by the careful addition of saturated aqueous sodium bicarbonate and the mixture extracted with dichlormethane (4×). The combined organic layers were washed with 1N... Starting materials: B(Br)(Br)Br (boron tribromide), COC=1C=C(C=CC1)CCCCCCCCCCCCCC (3-methoxy-1-tetradecylbenzene), O (water). The solvent is C(Cl)Cl (methylene chloride), C(Cl)Cl (methylene chloride). Reaction conditions: time 1 hour. Yields the product C(CCCCCCCCCCCCC)C=1C=C(C=CC1)O (3-Tetradecylphenol). Reaction SMILES: C[O:2][C:3]1[CH:4]=[C:5]([CH2:9][CH2:10][CH2:11][CH2:12][CH2:13][CH2:14][CH2:15][CH2:16][CH2:17][CH2:18][CH2:19][CH2:20][CH2:21][CH3:22])[CH:6]=[CH:7][CH:8]=1.B(Br)(Br)Br.O>C(Cl)Cl>[CH2:9]([C:5]1[CH:4]=[C:3]([OH:2])[CH:8]=[CH:7][CH:6]=1)[CH2:10][CH2:11][CH2:12][CH2:13][CH2:14][CH2:15][CH2:16][CH2:17][CH2:18][CH2:19][CH2:20][CH2:21][CH3:22]. Procedure details: To a solution of 136.8 g of 3-methoxy-1-tetradecylbenzene in 600 ml of methylene chloride, cooled to -78° C., under inert gas, was added dropwise a solution of 112.8 g of boron tribromide in 100 ml of methylene chloride. The mixture was kept at -78° C. for 1 hour then allowed to warm slowly to room temperature followed by stirring for 16 hours. The mixture was cooled to 0° C. and cold water added dropwise. The organic layer was separated and washed with aqueous sodium bicarbonate, dried and the ...